Task: describe an organic reaction: reactants, conditions, products, and yield. Dataset: the Open Reaction Database (ORD), a public repository of structured organic reaction records Reactants: C1(=CC=C(C=C1)C[C@H](C[C@H](C(=O)O)CO)NC(=O)C=1NN=C(N1)Cl)C1=CC=CC=C1 ((2S,4S)-5-Biphenyl-4-yl-4-[(5-chloro-2H-[1,2,4]-triazole-3-carbonyl)-amino]-2-hydroxymethyl-pentanoic acid), COCCO (2-methoxyethanol), Cl (HCl). Run in O1CCOCC1 (dioxane). Reaction conditions: temperature 80 celsius. Product: COCCOC([C@@H](C[C@@H](CC1=CC=C(C=C1)C1=CC=CC=C1)NC(=O)C=1NN=C(N1)Cl)CO)=O ((2S,4S)-5-Biphenyl-4-yl-4-[(5-chloro-2H-[1,2,4]-triazole-3-carbonyl)-amino]-2-hydroxymethyl-pentanoic acid 2-methoxy-ethyl ester). Isolated yield 95.0%. Reaction SMILES: [C:1]1([C:25]2[CH:30]=[CH:29][CH:28]=[CH:27][CH:26]=2)[CH:6]=[CH:5][C:4]([CH2:7][C@@H:8]([NH:16][C:17]([C:19]2[NH:20][N:21]=[C:22]([Cl:24])[N:23]=2)=[O:18])[CH2:9][C@@H:10]([CH2:14][OH:15])[C:11]([OH:13])=[O:12])=[CH:3][CH:2]=1.Cl.[CH3:32][O:33][CH2:34][CH2:35]O>O1CCOCC1>[CH3:32][O:33][CH2:34][CH2:35][O:12][C:11](=[O:13])[C@H:10]([CH2:14][OH:15])[CH2:9][C@H:8]([NH:16][C:17]([C:19]1[NH:20][N:21]=[C:22]([Cl:24])[N:23]=1)=[O:18])[CH2:7][C:4]1[CH:5]=[CH:6][C:1]([C:25]2[CH:26]=[CH:27][CH:28]=[CH:29][CH:30]=2)=[CH:2][CH:3]=1. Reported procedure: (2S,4S)-5-Biphenyl-4-yl-4-[(5-chloro-2H-[1,2,4]-triazole-3-carbonyl)-amino]-2-hydroxymethyl-pentanoic acid (10 mg, 23 μmol, 1.0 eq.) was dissolved in 2-methoxyethanol (0.8 mL) followed by the addition of 4 M of HCl in dioxane (117 μL). The resulting mixture was heated and maintained at 80° C. for about 3.5 hours. The mixture was concentrated and purified by preparative HPLC to yield the title compound (7.2 mg, 95% purity). MS m/z [M+H]+ calc'd for C24H27ClN4O5, 487.17. found 487.4. Starting materials: CONC(CO)CC1=C(C=C(C=C1Cl)Cl)Cl (2-methoxyamino-3-(2,4,6-trichloro-phenyl)-propan-1-ol), C(C)N(CC)S(F)(F)F (diethylaminosulfur trifluoride). The solvent is ClCCl (dichloromethane), ClCCl (dichloromethane). Reaction conditions: temperature 20 celsius, time 2 hour. Yields the product FCC(CC1=C(C=C(C=C1Cl)Cl)Cl)NOC (N-[1-fluoromethyl-2-(2,4,6-trichlorophenyl)-ethyl]-O-methyl-hydroxylamine). Yield: 42.9%. As a reaction SMILES: [CH3:1][O:2][NH:3][CH:4]([CH2:7][C:8]1[C:13]([Cl:14])=[CH:12][C:11]([Cl:15])=[CH:10][C:9]=1[Cl:16])[CH2:5]O.C(N(S(F)(F)[F:23])CC)C>ClCCl>[F:23][CH2:5][CH:4]([NH:3][O:2][CH3:1])[CH2:7][C:8]1[C:13]([Cl:14])=[CH:12][C:11]([Cl:15])=[CH:10][C:9]=1[Cl:16]. Reported procedure: To a stirred thick suspension of 2-methoxyamino-3-(2,4,6-trichloro-phenyl)-propan-1-ol (1.0 g; 3.5 mmol) in dichloromethane (7.0 ml) at −16° C. under nitrogen was added dropwise a solution of diethylaminosulfur trifluoride (0.46 ml; 3.5 mmol) in dichloromethane (2.0 ml). During addition temperature rose to −12° C. The mixture turned to a brown orange solution which was allowed to warm at 20° C. and was stirred for 2 h. The organic solution was washed with saturated hydrogen carbonate solution (g... The reactants are CCC(CC)c1cccc2[nH]c(=O)n(C)c12, Cc1ccccc1, O=P(Br)(Br)Br. The product is CCC(CC)c1cccc2nc(Br)n(C)c12. Reaction SMILES: [CH2:1]([CH3:2])[CH:3]([CH2:4][CH3:5])[c:6]1[cH:7][cH:8][cH:9][c:10]2[c:11]1[n:12]([CH3:16])[c:13](=[O:15])[nH:14]2.[CH3:22][c:23]1[cH:24][cH:25][cH:26][cH:27][cH:28]1.[P:17]([Br:18])([Br:19])([Br:20])=[O:21]>>[CH2:1]([CH3:2])[CH:3]([CH2:4][CH3:5])[c:6]1[cH:7][cH:8][cH:9][c:10]2[c:11]1[n:12]([CH3:16])[c:13]([Br:19])[n:14]2. Reactants: C(C)(C)(C)OC(NCCNC(=O)NCC(OCC)OCC)=O ({2-[3-(2,2-diethoxy-ethyl)-ureido]-ethyl}-carbamic acid tert-butyl ester), [OH-].[K+] (KOH), Cl (HCl). Run in CO (methanol), O (water). Run at time 8 hour. Yields the product C(C)(C)(C)OC(NCCN1C(NC=C1)=O)=O ([2-(2-Oxo-2,3-dihydro-imidazol-1-yl)-ethyl]-carbamic acid tert-butyl ester). Yield: 54.7%. Reaction SMILES: [C:1]([O:5][C:6](=[O:22])[NH:7][CH2:8][CH2:9][NH:10][C:11]([NH:13][CH2:14][CH:15](OCC)OCC)=[O:12])([CH3:4])([CH3:3])[CH3:2].Cl.[OH-].[K+]>CO.O>[C:1]([O:5][C:6](=[O:22])[NH:7][CH2:8][CH2:9][N:10]1[CH:15]=[CH:14][NH:13][C:11]1=[O:12])([CH3:2])([CH3:3])[CH3:4] |f:2.3|. Procedure: Dissolve {2-[3-(2,2-diethoxy-ethyl)-ureido]-ethyl}-carbamic acid tert-butyl ester (6.5 g, 20.35 mmol) in methanol (75 mL) and water (40 mL). To the reaction mixture add HCl (0.4 N, 50 mL) dropwise over 30 min. Stir the mixture overnight and neutralize by adding KOH (0.4 M, 50 mL), and concentrate in vacuo. Extract the residue in chloroform and wash with saturated aqueous sodium chloride, dry over MgSO4, filter and remove solvent on a rotovap to give a crude white solid. Purify by column chromato... Starting materials: C(CC)NC(=O)C=1C=C2CC(CC2=CC1)NC(=O)OC(C)(C)C (N-propyl-2-(tert-butoxycarbonylamino)-5-indan carboxamide), Cl.O1CCOCC1 (hydrochloric acid dioxane). Run in C(C)(=O)O (acetic acid). Yields the product Cl.C(CC)NC(=O)C=1C=C2CC(CC2=CC1)N (N-propyl-2-amino-5-indan carboxamide hydrochloride). Reaction SMILES: [CH2:1]([NH:4][C:5]([C:7]1[CH:8]=[C:9]2[C:13](=[CH:14][CH:15]=1)[CH2:12][CH:11]([NH:16]C(OC(C)(C)C)=O)[CH2:10]2)=[O:6])[CH2:2][CH3:3].[ClH:24].O1CCOCC1>C(O)(=O)C>[ClH:24].[CH2:1]([NH:4][C:5]([C:7]1[CH:8]=[C:9]2[C:13](=[CH:14][CH:15]=1)[CH2:12][CH:11]([NH2:16])[CH2:10]2)=[O:6])[CH2:2][CH3:3] |f:1.2,4.5|. Procedure details: Using N-propyl-2-(tert-butoxycarbonylamino)-5-indan carboxamide (22 mg, 0.070 mmol), 4N hydrochloric acid-dioxane (2 ml) and acetic acid (6.0 ml), a similar procedure to Production Example 213 was carried out to obtain N-propyl-2-amino-5-indan carboxamide hydrochloride. Then using ethanol (1 ml), triethylamine (0.50 ml, 3.6 mmol), and 4-chloro-5-methylthieno[2,3-d]pyrimidine (18 mg, 1.0 mmol), a similar procedure to b) in Production Example 208 was carried out. The product obtained was purified ... The reactants are cyclic vinyl ether, OCC(=O)C1=CC=CC=C1 (hydroxy-acetophenone), C1(=CC=CC=C1)C (toluene), C(=O)(O)[O-].[Na+] (NaHCO3). The reagents and catalysts are FC(C(=O)O)(F)F (trifluoroacetic acid). Run in CC(C)(C)OC (MTBE). Conditions: temperature 50 celsius. The product is C(CC=CC)C1OC=CCC1 (2-Pent-3-enyl-3,4-dihydro-2H-pyran). RXN SMILES: [OH:1][CH2:2][C:3]([C:5]1[CH:10]=[CH:9][CH:8]=[CH:7][CH:6]=1)=O.C([O-])(O)=O.[Na+].[C:16]1(C)C=CC=C[CH:17]=1>FC(F)(F)C(O)=O.CC(OC)(C)C>[CH2:8]([CH:9]1[CH2:10][CH2:5][CH:3]=[CH:2][O:1]1)[CH2:7][CH:6]=[CH:16][CH3:17] |f:1.2|. Procedure details: The cyclic vinyl ether (2 eq.) was added to a suspension of the hydroxy-acetophenone (10 mmol) in toluene (10 ml), followed by trifluoroacetic acid (2 or 3 drops, ˜0.01 eq.). The mixture was heated at 50° C. When the reaction was complete (TLC, 2-3 hours), it was diluted with MTBE and poured into aq. NaHCO3 (sat.). The aqueous phase was separated and extracted with MTBE, and the combined organic layers were washed with brine and dried over MgSO4. The crude, obtained after evaporation of the solv...